Dataset: the Open Reaction Database (ORD), a public repository of structured organic reaction records. Task: describe an organic reaction: reactants, conditions, products, and yield The reactants are ClCCl, O=C(O)C(F)(F)F, CC(C)(C)OC(=O)N1CCCCC1C(=O)N1CCCCC1C(=O)NC(CCCc1ccccc1)CCCc1ccccc1. Yields the product O=C(NC(CCCc1ccccc1)CCCc1ccccc1)C1CCCCN1C(=O)C1CCCCN1. RXN SMILES: [CH2:51]([Cl:52])[Cl:53].[OH:44][C:45]([C:46]([F:47])([F:48])[F:49])=[O:50].[c:1]1([CH2:7][CH2:8][CH2:9][CH:10]([CH2:11][CH2:12][CH2:13][c:14]2[cH:15][cH:16][cH:17][cH:18][cH:19]2)[NH:20][C:21](=[O:22])[CH:23]2[N:24]([C:29](=[O:30])[CH:31]3[N:32]([C:37]([O:38][C:39]([CH3:40])([CH3:41])[CH3:42])=[O:43])[CH2:33][CH2:34][CH2:35][CH2:36]3)[CH2:25][CH2:26][CH2:27][CH2:28]2)[cH:2][cH:3][cH:4][cH:5][cH:6]1>>[c:1]1([CH2:7][CH2:8][CH2:9][CH:10]([CH2:11][CH2:12][CH2:13][c:14]2[cH:15][cH:16][cH:17][cH:18][cH:19]2)[NH:20][C:21](=[O:22])[CH:23]2[N:24]([C:29](=[O:30])[CH:31]3[NH:32][CH2:33][CH2:34][CH2:35][CH2:36]3)[CH2:25][CH2:26][CH2:27][CH2:28]2)[cH:2][cH:3][cH:4][cH:5][cH:6]1.